Dataset: the Open Reaction Database (ORD), a public repository of structured organic reaction records. Task: describe an organic reaction: reactants, conditions, products, and yield The reactants are solvent, [OH-].[K+] (potassium hydroxide), NN (hydrazine), ClC=1C=C(C(=O)CCC(=O)O)C=CC1 (3-(3-chlorobenzoyl)-propionic acid). Solvent: C(COCCO)O (diethyleneglycol). Yields the product ClC=1C=C(C=CC1)CCCC(=O)O (4-(3-chlorophenyl)-butyric acid). The yield is 90.8%. As a reaction SMILES: [OH-].[K+].[Cl:3][C:4]1[CH:5]=[C:6]([CH:14]=[CH:15][CH:16]=1)[C:7]([CH2:9][CH2:10][C:11]([OH:13])=[O:12])=O.NN>C(O)COCCO>[Cl:3][C:4]1[CH:5]=[C:6]([CH2:7][CH2:9][CH2:10][C:11]([OH:13])=[O:12])[CH:14]=[CH:15][CH:16]=1 |f:0.1|. Procedure details: To a 300 ml round-bottomed flask equipped with magnetic stirrer and reflux condenser was charged 23.7 g of 87% potassium hydroxide and 150 ml of diethyleneglycol, With stirring, 23 g of 3-(3-chlorobenzoyl)-propionic acid was added followed by 24 g of 85% hydrazine. The mixture was heated to reflux for 2 hours when 50 ml of solvent was azeotroped off into a Dean-Stark trap. The reaction was refluxed for an additional 2 hours, cooled, and poured into 500 g of ice with 50 ml of con. hydrochloric ac... Starting materials: C([O-])([O-])=O.[K+].[K+] (potassium carbonate), BrCCCl (1-bromo-2-chloroethane), OC1=C(C=CC=C1)C1(CC1)NC=1C(N(C=CN1)C=1C=C(C(=O)OC)C=CC1C)=O (methyl 3-(3-(1-(2-hydroxyphenyl)cyclopropylamino)-2-oxopyrazin-1(2H)-yl)-4-methylbenzoate). The solvent is C(C)#N (acetonitrile). Run at temperature 83 celsius, time 10 hour. Yields the product ClCCOC1=C(C=CC=C1)C1(CC1)NC=1C(N(C=CN1)C=1C=C(C(=O)OC)C=CC1C)=O (Methyl 3-[3-({1-[2-(2-chloroethoxy)phenyl]cyclopropyl}amino)-2-oxopyrazin-1(2H)-yl]-4-methylbenzoate). RXN SMILES: [OH:1][C:2]1[CH:7]=[CH:6][CH:5]=[CH:4][C:3]=1[C:8]1([NH:11][C:12]2[C:13](=[O:29])[N:14]([C:18]3[CH:19]=[C:20]([CH:25]=[CH:26][C:27]=3[CH3:28])[C:21]([O:23][CH3:24])=[O:22])[CH:15]=[CH:16][N:17]=2)[CH2:10][CH2:9]1.C(=O)([O-])[O-].[K+].[K+].Br[CH2:37][CH2:38][Cl:39]>C(#N)C>[Cl:39][CH2:38][CH2:37][O:1][C:2]1[CH:7]=[CH:6][CH:5]=[CH:4][C:3]=1[C:8]1([NH:11][C:12]2[C:13](=[O:29])[N:14]([C:18]3[CH:19]=[C:20]([CH:25]=[CH:26][C:27]=3[CH3:28])[C:21]([O:23][CH3:24])=[O:22])[CH:15]=[CH:16][N:17]=2)[CH2:9][CH2:10]1 |f:1.2.3|. Procedure: A solution of methyl 3-(3-(1-(2-hydroxyphenyl)cyclopropylamino)-2-oxopyrazin-1(2H)-yl)-4-methylbenzoate (Example 167c) 0.45 g) dissolved in acetonitrile (8 mL) was treated with potassium carbonate (1.589 g) and 1-bromo-2-chloroethane (0.953 mL) under nitrogen. The resulting suspension was stirred at 83° C. for 10 h.